From a dataset of the Open Reaction Database (ORD), a public repository of structured organic reaction records. describe an organic reaction: reactants, conditions, products, and yield Reactants: COC1=CC=C(C=C1)C(=O)C1CC1 (cyclopropyl 4-methoxyphenyl ketone), CC=1NC=CN1 (2-methylimidazole). Run at temperature 225 celsius. Product: OC1=CC=C(C=C1)C=1C=2N(CCC1)C(=NC2)C (5,6-Dihydro-8-(4-hydroxypheny)-3-methylimidazo[1,5-a]-pyridine). RXN SMILES: C[O:2][C:3]1[CH:8]=[CH:7][C:6]([C:9]([CH:11]2[CH2:13][CH2:12]2)=O)=[CH:5][CH:4]=1.[CH3:14][C:15]1[NH:16][CH:17]=[CH:18][N:19]=1>>[OH:2][C:3]1[CH:4]=[CH:5][C:6]([C:9]2[C:17]3[N:16]([C:15]([CH3:14])=[N:19][CH:18]=3)[CH2:12][CH2:13][CH:11]=2)=[CH:7][CH:8]=1. Reported procedure: 25 g (0.14 mol) of cyclopropyl 4-methoxyphenyl ketone is combined with 50 g (0.61 mol) of 2-methylimidazole and heated to 225° C. under nitrogen for 16 hr. The reaction is extracted with sodium hydroxide solution and the extract neutralized with ammonium chloride. Recrystallization from methylene chloride/methanol (1:1) provides the title compound. The reactants are CN(C)C#N, C[Si](C)(C)[SiH]([Si](C)(C)C)[Si](C)(C)C, Cc1ccccc1, COC(=O)C1CC2C(=O)C(C(=O)c3ccc(C(F)F)nc3C)C(=O)C1C=C2Br. Yields the product COC(=O)C1CC2C=CC1C(=O)C(C(=O)c1ccc(C(F)F)nc1C)C2=O. As a reaction SMILES: [C:1](#[N:2])[N:3]([CH3:4])[CH3:5].[CH3:34][Si:35]([SiH:36]([Si:37]([CH3:38])([CH3:39])[CH3:40])[Si:41]([CH3:42])([CH3:43])[CH3:44])([CH3:45])[CH3:46].[CH3:47][c:48]1[cH:49][cH:50][cH:51][cH:52][cH:53]1.[CH3:6][O:7][C:8](=[O:9])[CH:10]1[CH:11]2[C:12](=[O:33])[CH:13]([C:21](=[O:22])[c:23]3[c:24]([CH3:32])[n:25][c:26]([CH:29]([F:30])[F:31])[cH:27][cH:28]3)[C:14](=[O:20])[CH:15]([CH2:16]1)[C:17]([Br:19])=[CH:18]2>>[CH3:6][O:7][C:8](=[O:9])[CH:10]1[CH:11]2[C:12](=[O:33])[CH:13]([C:21](=[O:22])[c:23]3[c:24]([CH3:32])[n:25][c:26]([CH:29]([F:30])[F:31])[cH:27][cH:28]3)[C:14](=[O:20])[CH:15]([CH2:16]1)[CH:17]=[CH:18]2. Procedure: 3,5-Dichloro-1,2-phenylenediamine (1.30 g, 7.32 mmol), isopropyl isothiocyanate (0.81 g, 8.00 mmol), 1-cyclohexyl-1-3-(2-morpholinoethyl)carbodiimide metho-p-toluenesulfonate (4.19 g, 9.89 mmol) and pyridine (25 mL) were used according to general procedure I. The product was recrystallized from 1,4-dioxane to afford 1.07 g (60%) of a white solid. Anal. calcd for C10H11Cl12N3-(0.25 C4H8O2): C, 49.64; H, 4.92; N, 15.79. Found: C, 49.54; H, 4.94; N, 15.79. The yield is 59.9%. Starting materials: ClC=1C(=C(C=C(C1)Cl)N)N (3,5-Dichloro-1,2-phenylenediamine), CC=1C=CC(=CC1)S(=O)(=O)O (p-toluenesulfonate), C(C)(C)N=C=S (isopropyl isothiocyanate), 1-cyclohexyl-1-3-(2-morpholinoethyl)carbodiimide. As a reaction SMILES: [Cl:1][C:2]1[C:3]([NH2:10])=[C:4]([NH2:9])[CH:5]=[C:6]([Cl:8])[CH:7]=1.[CH:11]([N:14]=[C:15]=S)([CH3:13])[CH3:12].CC1C=CC(S(O)(=O)=O)=CC=1>N1C=CC=CC=1>[Cl:1][C:2]1[C:3]2[N:10]=[C:15]([NH:14][CH:11]([CH3:13])[CH3:12])[NH:9][C:4]=2[CH:5]=[C:6]([Cl:8])[CH:7]=1. The solvent is N1=CC=CC=C1 (pyridine). Product: ClC1=CC(=CC=2NC(=NC21)NC(C)C)Cl (4,6-Dichloro-2-(isopropylamino)-1H-benzimidazole). The reactants are ClCCl, Cc1noc(NS(=O)(=O)c2ccsc2)c1C, C[Si](C)(C)CCOCCl, CCN(C(C)C)C(C)C. Product: Cc1noc(NS(=O)(=O)c2ccsc2COCC[Si](C)(C)C)c1C. As a reaction SMILES: [CH2:35]([Cl:36])[Cl:37].[CH3:10][c:11]1[n:12][o:13][c:14]([NH:17][S:18](=[O:19])(=[O:20])[c:21]2[cH:22][s:23][cH:24][cH:25]2)[c:15]1[CH3:16].[CH3:26][Si:27]([CH2:28][CH2:29][O:30][CH2:31][Cl:32])([CH3:33])[CH3:34].[CH:1]([N:2]([CH2:3][CH3:4])[CH:5]([CH3:6])[CH3:7])([CH3:8])[CH3:9]>>[CH3:10][c:11]1[n:12][o:13][c:14]([NH:17][S:18](=[O:19])(=[O:20])[c:21]2[c:22]([CH2:31][O:30][CH2:29][CH2:28][Si:27]([CH3:26])([CH3:33])[CH3:34])[s:23][cH:24][cH:25]2)[c:15]1[CH3:16]. Starting materials: Cl.NO (Hydroxylamine hydrochloride), ClC1=CC(=C(C=C1)C(C(C(=O)C1CC1)=CN(C)C)=O)N(S(=O)(=O)C)CC (1-[4-chloro-2-(N-ethyl-N-methylsulphonylamino)phenyl]-3-cyclopropyl-2-dimethylaminomethylenepropan-1,3-dione). The solvent is C(C)O (ethanol). Reaction conditions: time 1 hour. Yields the product ClC1=CC(=C(C(=O)C=2C=NOC2C2CC2)C=C1)N(S(=O)(=O)C)CC (4-[4-chloro-2-(N-ethyl-N-methylsulphonylamino)benzoyl]-5-cyclopropylisoxazole). The yield is 22.9%. RXN SMILES: Cl.NO.[Cl:4][C:5]1[CH:10]=[CH:9][C:8]([C:11](=[O:22])[C:12](=[CH:18][N:19](C)C)[C:13]([CH:15]2[CH2:17][CH2:16]2)=[O:14])=[C:7]([N:23]([CH2:28][CH3:29])[S:24]([CH3:27])(=[O:26])=[O:25])[CH:6]=1>C(O)C>[Cl:4][C:5]1[CH:10]=[CH:9][C:8]([C:11]([C:12]2[CH:18]=[N:19][O:14][C:13]=2[CH:15]2[CH2:17][CH2:16]2)=[O:22])=[C:7]([N:23]([CH2:28][CH3:29])[S:24]([CH3:27])(=[O:26])=[O:25])[CH:6]=1 |f:0.1|. Procedure details: Hydroxylamine hydrochloride (0.76 g) was added to a mixture of 1-[4-chloro-2-(N-ethyl-N-methylsulphonylamino)phenyl]-3-cyclopropyl-2-dimethylaminomethylenepropan-1,3-dione (3.83 g) in ethanol. The mixture was stirred for 1 hour and evaporated to dryness. The residue was dissolved in dichloromethane and washed with water, dried (magnesium sulphate) and filtered. The filtrate was evaporated to dryness and the residue was purified by chromatography eluted with a mixture of cyclohexane, dichlorometh... The reactants are O=C1CCC(=O)N1Br, O=C(OOC(=O)c1ccccc1)c1ccccc1, ClC(Cl)(Cl)Cl, O=C(O)Cc1ccc(F)cc1. Yields the product O=C(O)C(Br)c1ccc(F)cc1. RXN SMILES: [Br:30][N:31]1[C:32](=[O:33])[CH2:34][CH2:35][C:36]1=[O:37].[C:12]([O:13][O:14][C:15](=[O:16])[c:17]1[cH:18][cH:19][cH:20][cH:21][cH:22]1)(=[O:23])[c:24]1[cH:25][cH:26][cH:27][cH:28][cH:29]1.[C:38]([Cl:39])([Cl:40])([Cl:41])[Cl:42].[F:1][c:2]1[cH:3][cH:4][c:5]([CH2:8][C:9](=[O:10])[OH:11])[cH:6][cH:7]1>>[F:1][c:2]1[cH:3][cH:4][c:5]([CH:8]([C:9](=[O:10])[OH:11])[Br:30])[cH:6][cH:7]1. The reactants are CC(C(C(=S)N)C1=NC=CC=C1)C (3-methyl-2-(2-pyridyl)thiobutanamide), CNC1=CC=CC=C1 (N-methylaniline), C=O (formalin). Solvent: CO (methanol). Run at time 12 hour. Yields the product CC(C(C(=S)NCN(C1=CC=CC=C1)C)C1=NC=CC=C1)C (3-methyl-N-(N-methyl-N-phenylaminomethyl)-2-(2-pyridyl)thiobutanamide). Reaction SMILES: [CH3:1][CH:2]([CH3:13])[CH:3]([C:7]1[CH:12]=[CH:11][CH:10]=[CH:9][N:8]=1)[C:4]([NH2:6])=[S:5].[CH3:14][NH:15][C:16]1[CH:21]=[CH:20][CH:19]=[CH:18][CH:17]=1.[CH2:22]=O>CO>[CH3:1][CH:2]([CH3:13])[CH:3]([C:7]1[CH:12]=[CH:11][CH:10]=[CH:9][N:8]=1)[C:4]([NH:6][CH2:14][N:15]([CH3:22])[C:16]1[CH:21]=[CH:20][CH:19]=[CH:18][CH:17]=1)=[S:5]. Reported procedure: A solution of 1.94 g. (0.01 mole) of 3-methyl-2-(2-pyridyl)thiobutanamide in 40 ml. of methanol is treated with 1.6 g. (0.015 mole) of N-methylaniline and 1.22 ml. of 37 percent formalin solution. The reaction is kept at 25°C. for 12 hours, then refluxed for four hours. The solvents are evaporated in vacuo and the residue is triturated with ethyl acetate and cooled, then filtered. The filtrate is evaporated in vacuo and the resulting oil is triturated with cold ether to give 3-methyl-N-(N-methyl... Product: Cc1nc(OCC(=O)NC2CCN(C(=O)c3ccc(F)cc3)CC2)nc(C)c1NC(=O)OC(C)(C)C. Reaction SMILES: [CH3:1][c:2]1[n:3][c:4]([O:17][CH2:18][C:19]([NH:20][CH:21]2[CH2:22][CH2:23][NH:24][CH2:25][CH2:26]2)=[O:27])[n:5][c:6]([CH3:16])[c:7]1[NH:8][C:9]([O:10][C:11]([CH3:12])([CH3:13])[CH3:14])=[O:15].[F:28][c:29]1[cH:30][cH:31][c:32]([C:33](=[O:34])[Cl:35])[cH:36][cH:37]1>>[CH3:1][c:2]1[n:3][c:4]([O:17][CH2:18][C:19]([NH:20][CH:21]2[CH2:22][CH2:23][N:24]([C:33]([c:32]3[cH:31][cH:30][c:29]([F:28])[cH:37][cH:36]3)=[O:34])[CH2:25][CH2:26]2)=[O:27])[n:5][c:6]([CH3:16])[c:7]1[NH:8][C:9]([O:10][C:11]([CH3:12])([CH3:13])[CH3:14])=[O:15]. Starting materials: Cc1nc(OCC(=O)NC2CCNCC2)nc(C)c1NC(=O)OC(C)(C)C, O=C(Cl)c1ccc(F)cc1. Reported procedure: 3.5 Parts by volume of 1.5 M solution of lithium perhydro-9b-boraphenallyhydride in tetrahydrofuran is added to a stirred, cold (-78° C.) solution of 0.65 part of 1-(2,2-diphenylethyl)-3-[1-(2,2-diphenylethyl)-4-hydroxypiperidin-4-yl]-4-piperidinone in 25 parts by volume of tetrahydrofuran under nitrogen atmosphere. The reaction is allowed to run for about 30 minutes and then it is quenched with the addition of 25 parts by volume of 10% ammonium chloride solution. Ethyl ether is added to the rea... Solvent: O1CCCC1 (tetrahydrofuran), O1CCCC1 (tetrahydrofuran). Reaction SMILES: [C:1]1([CH:7]([C:37]2[CH:42]=[CH:41][CH:40]=[CH:39][CH:38]=2)[CH2:8][N:9]2[CH2:14][CH2:13][C:12](=[O:15])[CH:11]([C:16]3([OH:36])[CH2:21][CH2:20][N:19]([CH2:22][CH:23]([C:30]4[CH:35]=[CH:34][CH:33]=[CH:32][CH:31]=4)[C:24]4[CH:29]=[CH:28][CH:27]=[CH:26][CH:25]=4)[CH2:18][CH2:17]3)[CH2:10]2)[CH:6]=[CH:5][CH:4]=[CH:3][CH:2]=1>O1CCCC1>[C:1]1([CH:7]([C:37]2[CH:42]=[CH:41][CH:40]=[CH:39][CH:38]=2)[CH2:8][N:9]2[CH2:14][CH2:13][CH:12]([OH:15])[CH:11]([C:16]3([OH:36])[CH2:21][CH2:20][N:19]([CH2:22][CH:23]([C:24]4[CH:29]=[CH:28][CH:27]=[CH:26][CH:25]=4)[C:30]4[CH:31]=[CH:32][CH:33]=[CH:34][CH:35]=4)[CH2:18][CH2:17]3)[CH2:10]2)[CH:2]=[CH:3][CH:4]=[CH:5][CH:6]=1. The product is C1(=CC=CC=C1)C(CN1CC(C(CC1)O)C1(CCN(CC1)CC(C1=CC=CC=C1)C1=CC=CC=C1)O)C1=CC=CC=C1 (1-(2,2-diphenylethyl)-3-[1-(2,2-diphenylethyl)-4-hydroxypiperidin-4-yl]-4 -piperidinol). Reaction conditions: time 30 minute. Reactants: solution, lithium perhydro-9b-boraphenallyhydride, C1(=CC=CC=C1)C(CN1CC(C(CC1)=O)C1(CCN(CC1)CC(C1=CC=CC=C1)C1=CC=CC=C1)O)C1=CC=CC=C1 (1-(2,2-diphenylethyl)-3-[1-(2,2-diphenylethyl)-4-hydroxypiperidin-4-yl]-4-piperidinone).